Task: describe an organic reaction: reactants, conditions, products, and yield. Dataset: the Open Reaction Database (ORD), a public repository of structured organic reaction records Starting materials: CO, CC(C)P1(=O)c2ccccc2CN1[Si](C)(C)C. Yields the product CC(C)P1(=O)NCc2ccccc21. Reaction SMILES: [CH3:18][OH:19].[CH:1]([CH3:2])([CH3:3])[P:4]1(=[O:17])[N:5]([Si:13]([CH3:14])([CH3:15])[CH3:16])[CH2:6][c:7]2[c:8]1[cH:9][cH:10][cH:11][cH:12]2>>[CH:1]([CH3:2])([CH3:3])[P:4]1(=[O:17])[NH:5][CH2:6][c:7]2[c:8]1[cH:9][cH:10][cH:11][cH:12]2. Reactants: CC=1N=C(SC1C)N (4,5-dimethyl-thiazol-2-ylamine), BrCC1CCOCC1 (4-bromomethyltetrahydropyran). Reaction conditions: temperature 85 celsius. Product: CC=1N(C(SC1C)=N)CC1CCOCC1 (4,5-Dimethyl-3-(tetrahydro-pyran-4-ylmethyl)-3H-thiazol-2-ylideneamine). Isolated yield 12.6%. RXN SMILES: [CH3:1][C:2]1[N:3]=[C:4]([NH2:8])[S:5][C:6]=1[CH3:7].Br[CH2:10][CH:11]1[CH2:16][CH2:15][O:14][CH2:13][CH2:12]1>>[CH3:1][C:2]1[N:3]([CH2:10][CH:11]2[CH2:16][CH2:15][O:14][CH2:13][CH2:12]2)[C:4](=[NH:8])[S:5][C:6]=1[CH3:7]. Reported procedure: A mixture of 4,5-dimethyl-thiazol-2-ylamine (0.36 g, 2.8 mmol) and 4-bromomethyltetrahydropyran (0.75 g, 4.2 mmol) was heated at 85° C. for 16 hours. The residue purified by preparative HPLC to afford 80 mg (13%) of the title compound The reactants are O[C@H]1C[C@H]2C[C@H]([C@H]3[C@@H]4CC[C@H]([C@@H](CCC(=O)O)C)[C@]4([C@H](C[C@@H]3[C@]2(CC1)C)O)C)O (3α, 7α, 12α-trihydroxy-5β-cholanic acid), C(=C)O (ethenol). Conditions: time 96 hour. The product is O[C@H]1C[C@H]2C[C@H]([C@H]3[C@@H]4CC[C@H]([C@@H](CCC(=O)O)C)[C@]4(CC[C@@H]3[C@]2(CC1)C)C)O (3α, 7α,-dihydroxy-5β-cholanic acid). As a reaction SMILES: [OH:1][C@@H:2]1[CH2:25][CH2:24][C@@:23]2([CH3:26])[C@H:4]([CH2:5][C@@H:6]([OH:29])[C@@H:7]3[C@@H:22]2[CH2:21][C@H:20](O)[C@@:19]2([CH3:28])[C@H:8]3[CH2:9][CH2:10][C@@H:11]2[C@H:12]([CH3:18])[CH2:13][CH2:14][C:15]([OH:17])=[O:16])[CH2:3]1.C(O)=C>>[OH:1][C@@H:2]1[CH2:25][CH2:24][C@@:23]2([CH3:26])[C@H:4]([CH2:5][C@@H:6]([OH:29])[C@@H:7]3[C@@H:22]2[CH2:21][CH2:20][C@@:19]2([CH3:28])[C@H:8]3[CH2:9][CH2:10][C@@H:11]2[C@H:12]([CH3:18])[CH2:13][CH2:14][C:15]([OH:17])=[O:16])[CH2:3]1. Procedure: To 50 ml. of a medium comprising Brewer modified throgylcollate broth (Baltimore Biological Laboratories), a stock culture of Clostridium perfringens ATCC 19574 is inoculated under anaerobic conditions. The medium is incubated under anaerobic conditions, at 37° C for a period of 96 hours and the resultant culture is employed to inoculate 1 liter of the same medium. At the time of inoculation, 2 gm. of 3α, 7α, 12α-trihydroxy-5β-cholanic acid dissolved in 15 ml. of ethenol and sterilized through a... Starting materials: ClC1=C(C=CC(=C1)OC(F)(F)F)S(=O)(=O)Cl (2-chloro-4-(trifluoromethoxy)benzene-1-sulfonyl chloride), NC1=C(SC=C1)C(=O)OC (methyl 3-aminothiophene-2-carboxylate), N1=CC=CC=C1 (pyridine). The reagents and catalysts are CN(C1=CC=NC=C1)C (4-dimethylaminopyridine). Solvent: ClCCl (dichloromethane). Yields the product ClC1=C(C=CC(=C1)OC(F)(F)F)S(=O)(=O)NC1=C(SC=C1)C(=O)OC (Methyl 3-[2-chloro-4-(trifluoromethoxy)phenylsulfonamido]thiophene-2-carboxylate). Yield: 30.4%. RXN SMILES: [Cl:1][C:2]1[CH:7]=[C:6]([O:8][C:9]([F:12])([F:11])[F:10])[CH:5]=[CH:4][C:3]=1[S:13](Cl)(=[O:15])=[O:14].[NH2:17][C:18]1[CH:22]=[CH:21][S:20][C:19]=1[C:23]([O:25][CH3:26])=[O:24].N1C=CC=CC=1>CN(C)C1C=CN=CC=1.ClCCl>[Cl:1][C:2]1[CH:7]=[C:6]([O:8][C:9]([F:12])([F:11])[F:10])[CH:5]=[CH:4][C:3]=1[S:13]([NH:17][C:18]1[CH:22]=[CH:21][S:20][C:19]=1[C:23]([O:25][CH3:26])=[O:24])(=[O:15])=[O:14]. Procedure: Synthesized as described for 3 using 2-chloro-4-(trifluoromethoxy)benzene-1-sulfonyl chloride (5.0 g; 16.94 mmol), methyl 3-aminothiophene-2-carboxylate (2.93 g; 18.63 mmol), 4-dimethylaminopyridine (517.0 mg; 4.23 mmol) pyridine (38.0 mL; excess) and anhydrous dichloromethane (100 mL). The resulting crude white crystalline solid was washed with acetone to afford the title compound as a white solid (2.14 g). The product is COc1cccc(OC)c1C(=O)N1CCC(CCN2CCC3(CC2)C(=O)NCN3c2ccccc2)(c2ccc(Cl)c(Cl)c2)C1. As a reaction SMILES: [C:50](=[O:51])([O-:52])[O-:53].[CH2:56]1[O:57][CH2:58][CH2:59][CH2:60]1.[CH3:1][S:2]([O:3][CH2:6][CH2:7][C:8]1([c:25]2[cH:26][c:27]([Cl:32])[c:28]([Cl:31])[cH:29][cH:30]2)[CH2:9][N:10]([C:13]([c:14]2[c:15]([O:22][CH3:23])[cH:16][cH:17][cH:18][c:19]2[O:20][CH3:21])=[O:24])[CH2:11][CH2:12]1)(=[O:4])=[O:5].[K+:54].[K+:55].[OH2:61].[c:33]1([N:39]2[CH2:40][NH:41][C:42](=[O:49])[C:43]23[CH2:44][CH2:45][NH:46][CH2:47][CH2:48]3)[cH:34][cH:35][cH:36][cH:37][cH:38]1>>[CH2:6]([CH2:7][C:8]1([c:25]2[cH:26][c:27]([Cl:32])[c:28]([Cl:31])[cH:29][cH:30]2)[CH2:9][N:10]([C:13]([c:14]2[c:15]([O:22][CH3:23])[cH:16][cH:17][cH:18][c:19]2[O:20][CH3:21])=[O:24])[CH2:11][CH2:12]1)[N:46]1[CH2:45][CH2:44][C:43]2([N:39]([c:33]3[cH:34][cH:35][cH:36][cH:37][cH:38]3)[CH2:40][NH:41][C:42]2=[O:49])[CH2:48][CH2:47]1. Reactants: O=C([O-])[O-], C1CCOC1, COc1cccc(OC)c1C(=O)N1CCC(CCOS(C)(=O)=O)(c2ccc(Cl)c(Cl)c2)C1, [K+], [K+], O, O=C1NCN(c2ccccc2)C12CCNCC2. The reactants are COc1cc(NC(=O)N(c2ccc(N(C)C)cc2)C2CCCCCC2)c(O)c(C(C)(C)C)c1, O=C(O)CNC(=O)OCc1ccccc1. The product is COc1cc(NC(=O)N(c2ccc(N(C)C)cc2)C2CCCCCC2)c(OC(=O)CNC(=O)OCc2ccccc2)c(C(C)(C)C)c1. RXN SMILES: [CH:1]1([N:8]([C:9]([NH:10][c:11]2[c:12]([OH:23])[c:13]([C:19]([CH3:20])([CH3:21])[CH3:22])[cH:14][c:15]([O:17][CH3:18])[cH:16]2)=[O:24])[c:25]2[cH:26][cH:27][c:28]([N:31]([CH3:32])[CH3:33])[cH:29][cH:30]2)[CH2:2][CH2:3][CH2:4][CH2:5][CH2:6][CH2:7]1.[OH:34][C:35](=[O:36])[CH2:37][NH:38][C:39](=[O:40])[O:41][CH2:42][c:43]1[cH:44][cH:45][cH:46][cH:47][cH:48]1>>[CH:1]1([N:8]([C:9]([NH:10][c:11]2[c:12]([O:23][C:35](=[O:34])[CH2:37][NH:38][C:39](=[O:40])[O:41][CH2:42][c:43]3[cH:44][cH:45][cH:46][cH:47][cH:48]3)[c:13]([C:19]([CH3:20])([CH3:21])[CH3:22])[cH:14][c:15]([O:17][CH3:18])[cH:16]2)=[O:24])[c:25]2[cH:26][cH:27][c:28]([N:31]([CH3:32])[CH3:33])[cH:29][cH:30]2)[CH2:2][CH2:3][CH2:4][CH2:5][CH2:6][CH2:7]1. The reactants are CO, [K+], CS(=O)(=O)c1ccc2c(c1)cc(C1CCCO1)n2S(=O)(=O)c1ccccc1, C1CCOC1, [OH-], O. Yields the product CS(=O)(=O)c1ccc2[nH]c(C3CCCO3)cc2c1. Reaction SMILES: [CH3:31][OH:32].[K+:29].[O:1]1[CH:2]([c:6]2[n:7]([S:19]([c:20]3[cH:21][cH:22][cH:23][cH:24][cH:25]3)(=[O:26])=[O:27])[c:8]3[cH:9][cH:10][c:11]([S:15](=[O:16])(=[O:17])[CH3:18])[cH:12][c:13]3[cH:14]2)[CH2:3][CH2:4][CH2:5]1.[O:33]1[CH2:34][CH2:35][CH2:36][CH2:37]1.[OH-:28].[OH2:30]>>[O:1]1[CH:2]([c:6]2[nH:7][c:8]3[cH:9][cH:10][c:11]([S:15](=[O:16])(=[O:17])[CH3:18])[cH:12][c:13]3[cH:14]2)[CH2:3][CH2:4][CH2:5]1.